Dataset: the Open Reaction Database (ORD), a public repository of structured organic reaction records. Task: describe an organic reaction: reactants, conditions, products, and yield Starting materials: CC(=O)O, Cc1cc(=O)c(-c2ccc(Oc3ccc(Cl)cc3)cc2)c(C)[nH]1, O=C1CCC(=O)N1Cl. Product: Cc1[nH]c(C)c(-c2ccc(Oc3ccc(Cl)cc3)cc2)c(=O)c1Cl. Reaction SMILES: [CH3:32][C:33](=[O:34])[OH:35].[Cl:1][c:2]1[cH:3][cH:4][c:5]([O:6][c:7]2[cH:8][cH:9][c:10](-[c:13]3[c:14]([CH3:21])[nH:15][c:16]([CH3:20])[cH:17][c:18]3=[O:19])[cH:11][cH:12]2)[cH:22][cH:23]1.[Cl:24][N:25]1[C:26](=[O:27])[CH2:28][CH2:29][C:30]1=[O:31]>>[Cl:1][c:2]1[cH:3][cH:4][c:5]([O:6][c:7]2[cH:8][cH:9][c:10](-[c:13]3[c:14]([CH3:21])[nH:15][c:16]([CH3:20])[c:17]([Cl:24])[c:18]3=[O:19])[cH:11][cH:12]2)[cH:22][cH:23]1.